From a dataset of the Open Reaction Database (ORD), a public repository of structured organic reaction records. describe an organic reaction: reactants, conditions, products, and yield The reactants are BrCC(=O)OCC (ethyl bromoacetate), C([O-])([O-])=O.[Na+].[Na+] (sodium carbonate), [OH-].[Na+] (NaOH), O=S1(CC(CN(C2=C1C=C(C(=C2)SC)O)C2=CC=CC=C2)(CCC)CCC)=O (1,1-dioxo-3,3-dipropyl-5-phenyl-7-methylthio-8-hydroxy-2,3,4,5-tetrahydro-1,5-benzothiazepine). The reagents and catalysts are [Br-].C(CCC)[N+](CCCC)(CCCC)CCCC (tetrabutylammonium bromide). The solvent is O (water), CC#N (MeCN). Conditions: temperature 80 celsius. The product is O=S1(CC(CN(C2=C1C=C(C(=C2)SC)OCC(=O)O)C2=CC=CC=C2)(CCC)CCC)=O (1,1-Dioxo-3,3-dipropyl-5-phenyl-7-methylthio-8-carboxymethoxy-2,3,4,5-tetrahydro-1,5-benzothiazepine). Reaction SMILES: [O:1]=[S:2]1(=[O:28])[C:8]2[CH:9]=[C:10]([OH:15])[C:11]([S:13][CH3:14])=[CH:12][C:7]=2[N:6]([C:16]2[CH:21]=[CH:20][CH:19]=[CH:18][CH:17]=2)[CH2:5][C:4]([CH2:25][CH2:26][CH3:27])([CH2:22][CH2:23][CH3:24])[CH2:3]1.Br[CH2:30][C:31]([O:33]CC)=[O:32].C(=O)([O-])[O-].[Na+].[Na+].[OH-].[Na+]>CC#N.[Br-].C([N+](CCCC)(CCCC)CCCC)CCC.O>[O:28]=[S:2]1(=[O:1])[C:8]2[CH:9]=[C:10]([O:15][CH2:30][C:31]([OH:33])=[O:32])[C:11]([S:13][CH3:14])=[CH:12][C:7]=2[N:6]([C:16]2[CH:17]=[CH:18][CH:19]=[CH:20][CH:21]=2)[CH2:5][C:4]([CH2:25][CH2:26][CH3:27])([CH2:22][CH2:23][CH3:24])[CH2:3]1 |f:2.3.4,5.6,8.9|. Procedure details: To a suspension of 1,1-dioxo-3,3-dipropyl-5-phenyl-7-methylthio-8-hydroxy-2,3,4,5-tetrahydro-1,5-benzothiazepine (Method 117; 0.665 g, 1.58 mmol) in MeCN (10 ml) was added ethyl bromoacetate (0.262 ml, 2.35 mmol), tetrabutylammonium bromide (0.051 g, 0.158 mmol) and sodium carbonate (0.870 g, 8.21 mmol). The mixture was stirred over night at 80° C. The solvent was removed under reduced pressure and the residue was partitioned between EtOAc and 0.5 M HCl. The organic layer was washed with brine, ... Reactants: CC1N(C(CC1)=O)C1=CC=C(C(=O)O)C=C1 (4-(2-methyl-5-oxopyrrolidin-1-yl)benzoic acid), CC=1C(=NC=C(C1)C)N1CCNCC1 (1-(3,5-dimethylpyridin-2-yl)piperazine). Product: CC=1C(=NC=C(C1)C)N1CCN(CC1)C(=O)C1=CC=C(C=C1)N1C(CCC1C)=O (1-{4-[4-(3,5-dimethylpyridin-2-yl)piperazine-1-carbonyl]phenyl}-5-methylpyrrolidin-2-one). The yield is 51.8%. Reaction SMILES: [CH3:1][CH:2]1[CH2:6][CH2:5][C:4](=[O:7])[N:3]1[C:8]1[CH:16]=[CH:15][C:11]([C:12]([OH:14])=O)=[CH:10][CH:9]=1.[CH3:17][C:18]1[C:19]([N:25]2[CH2:30][CH2:29][NH:28][CH2:27][CH2:26]2)=[N:20][CH:21]=[C:22]([CH3:24])[CH:23]=1>>[CH3:17][C:18]1[C:19]([N:25]2[CH2:26][CH2:27][N:28]([C:12]([C:11]3[CH:10]=[CH:9][C:8]([N:3]4[CH:2]([CH3:1])[CH2:6][CH2:5][C:4]4=[O:7])=[CH:16][CH:15]=3)=[O:14])[CH2:29][CH2:30]2)=[N:20][CH:21]=[C:22]([CH3:24])[CH:23]=1. Procedure: Using 4-(2-methyl-5-oxopyrrolidin-1-yl)benzoic acid (438 mg) described in Preparation Example 50 and 1-(3,5-dimethylpyridin-2-yl)piperazine (383 mg) described in Preparation Example 79 and by the reaction and treatment in the same manner as in Example 93, the title compound (406 mg) was obtained. Starting materials: Cl, [Na+], [OH-], OCCNCC(O)c1ccccc1. Yields the product c1ccc(C2CNCCO2)cc1. RXN SMILES: [ClH:16].[Na+:15].[OH-:14].[OH:1][CH:2]([CH2:3][NH:4][CH2:5][CH2:6][OH:7])[c:8]1[cH:9][cH:10][cH:11][cH:12][cH:13]1>>[CH:2]1([c:8]2[cH:9][cH:10][cH:11][cH:12][cH:13]2)[CH2:3][NH:4][CH2:5][CH2:6][O:7]1. Reactants: S(=O)(Cl)Cl (Thionyl chloride), NC1[C@@H]2N(C(=C(CS2)CSC=2SC(=NN2)C)C(=O)O)C1=O (7-amino-3-(5-methyl-1,3,4-thiadiazol-2-yl)thiomethyl-3-cephem-4-carboxylic acid), CON=C(C(=O)O)C1(C)OCCO1 (2-Methoxyimino-3,3-ethylenedioxybutyric acid), C([O-])(O)=O.[Na+] (sodium bicarbonate), resultant solution. Run in C(C)(=O)OCC (ethyl acetate), CN(C=O)C (N,N-dimethylformamide), C(Cl)Cl (methylene chloride), C(C)N(CC)CC (triethylamine). Reaction conditions: time 30 minute. Yields the product CON=C(C(=O)NC1[C@@H]2N(C(=C(CS2)CSC=2SC(=NN2)C)C(=O)O)C1=O)C1(C)OCCO1 (7-(2-methoxyimino-3,3-ethylenedioxybutyramido)-3-(5-methyl-1,3,4-thiadiazol-2-yl)thiomethyl-3-cephem-4-carboxylic acid). The yield is 42.7%. Reaction SMILES: S(Cl)(Cl)=O.[CH3:5][O:6][N:7]=[C:8]([C:12]1([O:17][CH2:16][CH2:15][O:14]1)[CH3:13])[C:9]([OH:11])=O.[NH2:18][CH:19]1[C:37](=[O:38])[N:21]2[C:22]([C:34]([OH:36])=[O:35])=[C:23]([CH2:26][S:27][C:28]3[S:29][C:30]([CH3:33])=[N:31][N:32]=3)[CH2:24][S:25][C@H:20]12.C(=O)(O)[O-].[Na+]>C(OCC)(=O)C.C(Cl)Cl.C(N(CC)CC)C.CN(C)C=O>[CH3:5][O:6][N:7]=[C:8]([C:12]1([O:17][CH2:16][CH2:15][O:14]1)[CH3:13])[C:9]([NH:18][CH:19]1[C:37](=[O:38])[N:21]2[C:22]([C:34]([OH:36])=[O:35])=[C:23]([CH2:26][S:27][C:28]3[S:29][C:30]([CH3:33])=[N:31][N:32]=3)[CH2:24][S:25][C@H:20]12)=[O:11] |f:3.4|. Procedure details: Thionyl chloride (1.52 g.) was added to a solution of dry N,N-dimethylformamide (0.92 g.) in dry ethyl acetate (16 ml.) under ice-cooling, and stirred at the same temperature for 30 minutes. 2-Methoxyimino-3,3-ethylenedioxybutyric acid (syn isomer, 2.3 g.) was added to the solution and stirred under ice-cooling for an hour. The solution was added dropwise to a stirred solution of 7-amino-3-(5-methyl-1,3,4-thiadiazol-2-yl)thiomethyl-3-cephem-4-carboxylic acid (3.44 g.) and triethylamine (4.9 ml.)... Reactants: C(C)(C)OC1=CC=C(OC=2SC(=CN2)C2=NSC(O2)=O)C=C1 (5-[2-(4-isopropoxyphenoxy)-1,3-thiazol-5-yl]-1,3,4-oxathiazol-2-one), C(C(=O)C)#N (pyruvonitrile). Run in C=1(C(=CC=CC1)C)C (xylene). Yields the product C(C)(C)OC1=CC=C(OC=2SC(=CN2)C2=NSC(=N2)C(C)=O)C=C1 (1-{3-[2-(4-isopropoxyphenoxy)-1,3-thiazol-5-yl]-1,2,4-thiadiazol-5-yl}ethanone). Yield: 84.0%. As a reaction SMILES: [CH:1]([O:4][C:5]1[CH:22]=[CH:21][C:8]([O:9][C:10]2[S:11][C:12]([C:15]3OC(=O)[S:17][N:16]=3)=[CH:13][N:14]=2)=[CH:7][CH:6]=1)([CH3:3])[CH3:2].[C:23](#[N:27])[C:24]([CH3:26])=[O:25]>C1(C)C(C)=CC=CC=1>[CH:1]([O:4][C:5]1[CH:22]=[CH:21][C:8]([O:9][C:10]2[S:11][C:12]([C:15]3[N:27]=[C:23]([C:24](=[O:25])[CH3:26])[S:17][N:16]=3)=[CH:13][N:14]=2)=[CH:7][CH:6]=1)([CH3:3])[CH3:2]. Procedure: A mixture of Example 100B (2.0 g, 0.0057 mol) and excess pyruvonitrile (2 mL) in xylene was heated at reflux in a pressure tube overnight. The solvent was removed and the residue was purified on silica gel (5˜30% ethyl acetate in hexane) to give 1.74 g of product as a light yellow solid (84% yield). 1H NMR (300 MHz, CDCl3) δ ppm 1.36 (d, J=6.25 Hz, 6H) 2.77 (s, 3H) 4.46-4.61 (m, 1H) 6.89-6.99 (m, 2H) 7.18-7.25 (m, 2H) 8.03 (s, 1H). MS (ESI), M/Z: 394.0 (M+33)+. The reactants are ClC1=CC=CC=2C1=NON2 (4-chloro-benzo[1,2,5]oxadiazole), BrC=1C=NC=C(C(=O)NCCF)C1 (5-bromo-N-(2-fluoro-ethyl)-nicotinamide). The product is N1=C2C(=NO1)C=C(C=C2)C2=CC=NC=C2C(=O)NCCF (4Benzo[1,2,5]oxadiazol-5-yl-N-(2-fluoro-ethyl)-nicotinamide). As a reaction SMILES: Cl[C:2]1[C:7]2=[N:8][O:9][N:10]=[C:6]2[CH:5]=[CH:4][CH:3]=1.Br[C:12]1[CH:13]=[N:14][CH:15]=[C:16]([CH:23]=1)[C:17]([NH:19][CH2:20][CH2:21][F:22])=[O:18]>>[N:10]1[O:9][N:8]=[C:7]2[CH:2]=[C:3]([C:23]3[C:16]([C:17]([NH:19][CH2:20][CH2:21][F:22])=[O:18])=[CH:15][N:14]=[CH:13][CH:12]=3)[CH:4]=[CH:5][C:6]=12. Procedure details: Starting from 4-chloro-benzo[1,2,5]oxadiazole and 5-bromo-N-(2-fluoro-ethyl)-nicotinamide. Beige powder. MS(ES−): 285 (M−1).